Dataset: the Open Reaction Database (ORD), a public repository of structured organic reaction records. Task: describe an organic reaction: reactants, conditions, products, and yield Starting materials: O=C(Cl)c1ccccc1Br, COc1ccccc1Br, [Mg]. The product is COc1ccccc1C(=O)c1ccccc1Br. As a reaction SMILES: [Br:11][c:12]1[c:13]([C:14](=[O:15])[Cl:16])[cH:17][cH:18][cH:19][cH:20]1.[Br:1][c:2]1[c:3]([O:8][CH3:9])[cH:4][cH:5][cH:6][cH:7]1.[Mg:10]>>[c:2]1([C:14]([c:13]2[c:12]([Br:11])[cH:20][cH:19][cH:18][cH:17]2)=[O:15])[c:3]([O:8][CH3:9])[cH:4][cH:5][cH:6][cH:7]1. Starting materials: O=C(C=CC1CCN(Cc2ccccc2)CC1)c1ccc([N+](=O)[O-])cc1, CC(=O)O, [Cl-], Cl. Product: Nc1ccc(C(=O)C=CC2CCN(Cc3ccccc3)CC2)cc1. As a reaction SMILES: [CH2:1]([c:2]1[cH:3][cH:4][cH:5][cH:6][cH:7]1)[N:8]1[CH2:9][CH2:10][CH:11]([CH:14]=[CH:15][C:16](=[O:17])[c:18]2[cH:19][cH:20][c:21]([N+:24]([O-:25])=[O:26])[cH:22][cH:23]2)[CH2:12][CH2:13]1.[CH3:29][C:30](=[O:31])[OH:32].[Cl-:28].[ClH:27]>>[CH2:1]([c:2]1[cH:3][cH:4][cH:5][cH:6][cH:7]1)[N:8]1[CH2:9][CH2:10][CH:11]([CH:14]=[CH:15][C:16](=[O:17])[c:18]2[cH:19][cH:20][c:21]([NH2:24])[cH:22][cH:23]2)[CH2:12][CH2:13]1.